This data is from the Open Reaction Database (ORD), a public repository of structured organic reaction records. The task is: describe an organic reaction: reactants, conditions, products, and yield Reactants: CCOC(C)=O, CCOC(=O)C(N)Cc1ccc(-c2ccno2)cc1, Cc1cc(C)cc(C(=O)Cl)c1, CCCCCC, ClC(Cl)Cl, [Na+], [Na+], O=C([O-])[O-]. Product: CCOC(=O)C(Cc1ccc(-c2ccno2)cc1)NC(=O)c1cc(C)cc(C)c1. RXN SMILES: [C:37]([O:38][CH2:39][CH3:40])(=[O:41])[CH3:42].[CH2:1]([CH3:2])[O:3][C:4]([CH:5]([NH2:6])[CH2:7][c:8]1[cH:9][cH:10][c:11](-[c:14]2[cH:15][cH:16][n:17][o:18]2)[cH:12][cH:13]1)=[O:19].[CH3:26][c:27]1[cH:28][c:29]([C:30](=[O:31])[Cl:32])[cH:33][c:34]([CH3:36])[cH:35]1.[CH3:43][CH2:44][CH2:45][CH2:46][CH2:47][CH3:48].[CH:49]([Cl:50])([Cl:51])[Cl:52].[Na+:20].[Na+:21].[O-:22][C:23](=[O:24])[O-:25]>>[CH2:1]([CH3:2])[O:3][C:4]([CH:5]([NH:6][C:30]([c:29]1[cH:28][c:27]([CH3:26])[cH:35][c:34]([CH3:36])[cH:33]1)=[O:31])[CH2:7][c:8]1[cH:9][cH:10][c:11](-[c:14]2[cH:15][cH:16][n:17][o:18]2)[cH:12][cH:13]1)=[O:19]. Starting materials: [Al+3], ClCCCl, CC(=O)Cl, CCC(=O)O, [Cl-], [Cl-], [Cl-], O, Cc1ccc2c(O)cc(=O)[nH]c2c1C. Yields the product CC(=O)c1c(O)c2ccc(C)c(C)c2[nH]c1=O. RXN SMILES: [Al+3:16].[CH2:29]([Cl:30])[CH2:31][Cl:32].[CH3:19][C:20]([Cl:21])=[O:22].[CH3:23][CH2:24][C:25](=[O:26])[OH:27].[Cl-:15].[Cl-:17].[Cl-:18].[OH2:28].[OH:1][c:2]1[cH:3][c:4](=[O:14])[nH:5][c:6]2[c:7]([CH3:13])[c:8]([CH3:12])[cH:9][cH:10][c:11]12>>[OH:1][c:2]1[c:3]([C:20]([CH3:19])=[O:22])[c:4](=[O:14])[nH:5][c:6]2[c:7]([CH3:13])[c:8]([CH3:12])[cH:9][cH:10][c:11]12. Reactants: N(=[N+]=[N-])[C@H]1C[C@@H]2CC[C@H]3[C@@H]4CC[C@H](C(C)=O)[C@]4(CC[C@@H]3[C@]2(CC1)C)C (3α-azido-5α-pregnan-20-one), pyridinium bromide perbromide. The solvent is C(C)O (ethanol), C(Cl)(Cl)Cl (chloroform), ClCCl (dichloromethane). Conditions: temperature 50 celsius. Product: N(=[N+]=[N-])[C@H]1C[C@@H]2CC[C@H]3[C@@H]4CC[C@H](C(CBr)=O)[C@]4(CC[C@@H]3[C@]2(CC1)C)C (3α-Azido-21-bromo-5α-pregnan-20-one). RXN SMILES: [N:1]([C@@H:4]1[CH2:23][CH2:22][C@@:21]2([CH3:24])[C@@H:6]([CH2:7][CH2:8][C@@H:9]3[C@@H:20]2[CH2:19][CH2:18][C@@:17]2([CH3:25])[C@H:10]3[CH2:11][CH2:12][C@@H:13]2[C:14](=[O:16])[CH3:15])[CH2:5]1)=[N+:2]=[N-:3].C1C=C[NH+]=CC=1.[Br:32][Br-]Br>C(O)C.C(Cl)(Cl)Cl.ClCCl>[N:1]([C@@H:4]1[CH2:23][CH2:22][C@@:21]2([CH3:24])[C@@H:6]([CH2:7][CH2:8][C@@H:9]3[C@@H:20]2[CH2:19][CH2:18][C@@:17]2([CH3:25])[C@H:10]3[CH2:11][CH2:12][C@@H:13]2[C:14](=[O:16])[CH2:15][Br:32])[CH2:5]1)=[N+:2]=[N-:3] |f:1.2|. Procedure: To a solution of 3α-azido-5α-pregnan-20-one (51.5 mg, 0.15 mmol) in absolute ethanol (3 mL) and chloroform (3 mL) was added pyridinium bromide perbromide (143 mg, 0.44 mmol) and the resulting mixture was heated at 50° C. for 45 min. Subsequently the mixture was diluted with dichloromethane and the organic layer was washed with water, brine and dried (Na2SO4). Evaporation of the solvent in vacuo and purification of the residue using flash column chromatography and petroleum ether/ethyl acetate 90... Reactants: [Si](C)(C)(C(C)(C)C)OC(C)[C@H]1CC[C@H]2[C@@H]3[C@H](C=C4NCCC[C@]4(C)[C@H]3CC[C@]12C)C (20-tert-Butyldimethylsilyloxy-7β-methyl-4-azapregn-5-ene), [Si](C)(C)(C(C)(C)C)OC(C)[C@H]1CC[C@H]2[C@@H]3[C@H](C=C4NCCC[C@]4(C)[C@H]3CC[C@]12C)C (20-tert-Butyldimethylsilyloxy-7β-methyl-4-azapregn-5-ene). Reagents/catalysts: [Pt]=O (platinum oxide). Solvent: C(C)(=O)O (acetic acid). Reaction conditions: time 8 hour. The product is [Si](C)(C)(C(C)(C)C)OC(C)[C@H]1CC[C@H]2[C@@H]3[C@H](C[C@H]4NCCC[C@]4(C)[C@H]3CC[C@]12C)C (20-tert-Butyldimethylsilyloxy-7β-methyl-5α-4-azapregnane). As a reaction SMILES: [Si:1]([O:8][CH:9]([C@@H:11]1[C@:28]2([CH3:29])[C@H:14]([C@H:15]3[C@H:25]([CH2:26][CH2:27]2)[C@:23]2([CH3:24])[C:18]([NH:19][CH2:20][CH2:21][CH2:22]2)=[CH:17][C@@H:16]3[CH3:30])[CH2:13][CH2:12]1)[CH3:10])([C:4]([CH3:7])([CH3:6])[CH3:5])([CH3:3])[CH3:2]>C(O)(=O)C.[Pt]=O>[Si:1]([O:8][CH:9]([C@@H:11]1[C@:28]2([CH3:29])[C@H:14]([C@H:15]3[C@H:25]([CH2:26][CH2:27]2)[C@:23]2([CH3:24])[C@H:18]([NH:19][CH2:20][CH2:21][CH2:22]2)[CH2:17][C@@H:16]3[CH3:30])[CH2:13][CH2:12]1)[CH3:10])([C:4]([CH3:7])([CH3:5])[CH3:6])([CH3:3])[CH3:2]. Procedure: To a solution of 20-tert-butyldimethylsilyloxy-7β-methyl-4-azapregn-5-ene (23.9 g, 53.6 mmol, product of Step 8) in acetic acid (250 mL) was added platinum oxide (1.8 gm). The mixture was stirred overnight under hydrogen (1 atmosphere). The reaction mixture was filtered through a pad of Celite™ filter aid (trademark for diatomaceous earth) and the filtrate was coevaporated with toluene (3×500 mL) to remove all of the acetic acid. The residue was dissolved in chloroform and filtered again through... Starting materials: ClC=1C=C(CNCCNC(OC(C)(C)C)=O)C=CC1Cl (tert-butyl [2-(3,4-dichlorobenzylamino)ethyl]carbamate), C(C)N=C=NCCCN(C)C (1-ethyl-3-(3-dimethylaminopropyl)carbodiimide), ON1N=NC2=C1C=CC=C2 (1-hydroxybenzotriazole), C(O)([O-])=O.[Na+] (sodium hydrogen carbonate), C(C1=CC=CC=C1)OC1=C(OC(=CC1=O)COCOC)C(=O)O (3-benzyloxy-6-methoxymethoxymethyl-4-oxo-4H-pyran-2-carboxylic acid). Solvent: CN(C=O)C (dimethylformamide). Conditions: time 1 hour. Product: C(C1=CC=CC=C1)OC1=C(OC(=CC1=O)COCOC)C(=O)N(CC1=CC(=C(C=C1)Cl)Cl)CCNC(OC(C)(C)C)=O (tert-butyl {2-[N-(3-benzyloxy-6-methoxymethoxymethyl-4-oxo-4H-pyran-2-carbonyl)-N-(3,4-dichlorobenzyl)amino]ethyl}carbamate). The yield is 96.5%. Reaction SMILES: [CH2:1]([O:8][C:9]1[C:14](=[O:15])[CH:13]=[C:12]([CH2:16][O:17][CH2:18][O:19][CH3:20])[O:11][C:10]=1[C:21]([OH:23])=O)[C:2]1[CH:7]=[CH:6][CH:5]=[CH:4][CH:3]=1.[Cl:24][C:25]1[CH:26]=[C:27]([CH:40]=[CH:41][C:42]=1[Cl:43])[CH2:28][NH:29][CH2:30][CH2:31][NH:32][C:33](=[O:39])[O:34][C:35]([CH3:38])([CH3:37])[CH3:36].C(N=C=NCCCN(C)C)C.ON1C2C=CC=CC=2N=N1.C(=O)([O-])O.[Na+]>CN(C)C=O>[CH2:1]([O:8][C:9]1[C:14](=[O:15])[CH:13]=[C:12]([CH2:16][O:17][CH2:18][O:19][CH3:20])[O:11][C:10]=1[C:21]([N:29]([CH2:30][CH2:31][NH:32][C:33](=[O:39])[O:34][C:35]([CH3:37])([CH3:36])[CH3:38])[CH2:28][C:27]1[CH:40]=[CH:41][C:42]([Cl:43])=[C:25]([Cl:24])[CH:26]=1)=[O:23])[C:2]1[CH:3]=[CH:4][CH:5]=[CH:6][CH:7]=1 |f:4.5|. Procedure details: 3-Benzyloxy-6-methoxymethoxymethyl-4-oxo-4H-pyran-2-carboxylic acid (658 mg) obtained in Step 4 was dissolved in dimethylformamide (5 ml), and tert-butyl [2-(3,4-dichlorobenzylamino)ethyl]carbamate (596 mg) obtained in Step 1, 1-ethyl-3-(3-dimethylaminopropyl)carbodiimide (429 mg) and 1-hydroxybenzotriazole (343 mg) were added at room temperature, and the mixture was stirred for 1 hr. Saturated aqueous sodium hydrogen carbonate solution was added to the obtained reaction mixture and the mixture ... The reactants are O (Water), CS(=O)(=O)Cl (MsCl), OCCC1=CC=C(C#N)C=C1 (4-(2-hydroxyethyl)benzonitrile), TEA. Run in C(Cl)Cl (DCM). Yields the product CS(=O)(=O)OCCC1=CC=C(C=C1)C#N (4-Cyanophenethyl methanesulfonate). RXN SMILES: [CH3:1][S:2](Cl)(=[O:4])=[O:3].[OH:6][CH2:7][CH2:8][C:9]1[CH:16]=[CH:15][C:12]([C:13]#[N:14])=[CH:11][CH:10]=1.O>C(Cl)Cl>[CH3:1][S:2]([O:6][CH2:7][CH2:8][C:9]1[CH:16]=[CH:15][C:12]([C:13]#[N:14])=[CH:11][CH:10]=1)(=[O:4])=[O:3]. Reported procedure: MsCl (18.6 g; 164 mmol) was added to a stirred solution of 4-(2-hydroxyethyl)benzonitrile (20 g; 136 mmol) and TEA (20.6 g; 204 mmol) in DCM (200 mL) at 0° C. The reaction mixture was stirred at rt. until tlc indicated that the reaction was complete. Water (200 mL) was added and the organic layer was separated, dried and concentrated to give the sub-title compound in a quantitative yield. Reactants: FC=1C=C2C(=C(C(=NC2=CC1)C(C)NC(OC(C)(C)C)=O)C1=NC=CC=C1)C1=NC=CC=C1 (tert-butyl 1-(6-fluoro-3,4-di(pyridin-2-yl)quinolin-2-yl)ethylcarbamate), solution, O1CCOCC1 (1,4-dioxane). The solvent is Cl (hydrochloric acid). Reaction conditions: time 3.5 hour. Product: FC=1C=C2C(=C(C(=NC2=CC1)C(C)N)C1=NC=CC=C1)C1=NC=CC=C1 (1-(6-fluoro-3,4-di(pyridin-2-yl)quinolin-2-yl)ethanamine). As a reaction SMILES: [F:1][C:2]1[CH:3]=[C:4]2[C:9](=[CH:10][CH:11]=1)[N:8]=[C:7]([CH:12]([NH:14]C(=O)OC(C)(C)C)[CH3:13])[C:6]([C:22]1[CH:27]=[CH:26][CH:25]=[CH:24][N:23]=1)=[C:5]2[C:28]1[CH:33]=[CH:32][CH:31]=[CH:30][N:29]=1.O1CCOCC1>Cl>[F:1][C:2]1[CH:3]=[C:4]2[C:9](=[CH:10][CH:11]=1)[N:8]=[C:7]([CH:12]([NH2:14])[CH3:13])[C:6]([C:22]1[CH:27]=[CH:26][CH:25]=[CH:24][N:23]=1)=[C:5]2[C:28]1[CH:33]=[CH:32][CH:31]=[CH:30][N:29]=1. Procedure details: A mixture of tert-butyl 1-(6-fluoro-3,4-di(pyridin-2-yl)quinolin-2-yl)ethylcarbamate (0.4146 g, 0.933 mmol) was dissolved in hydrochloric acid, 4 M solution in 1,4-dioxane (4.66 mL, 18.65 mmol) and the mixture was stirred at rt. After 3.5 h, the mixture was partitioned between DCM (50 mL) and water (50 mL). The acidic aq mixture was washed with DCM (30 mL×2) to remove organic impurities and then basified to ˜pH 10 with 10 N NaOH (3.5 mL), extracted with DCM (50 mL×3). The combined organic layers... The reactants are CC(C)(C)OC(=O)N1CCC(CO)CC1, O, Cc1ccc(S(=O)(=O)Cl)cc1, c1ccncc1. The product is Cc1ccc(S(=O)(=O)OCC2CCN(C(=O)OC(C)(C)C)CC2)cc1. As a reaction SMILES: [C:1](=[O:2])([O:3][C:4]([CH3:5])([CH3:6])[CH3:7])[N:8]1[CH2:9][CH2:10][CH:11]([CH2:14][OH:15])[CH2:12][CH2:13]1.[OH2:27].[S:16](=[O:17])(=[O:18])([c:19]1[cH:20][cH:21][c:22]([CH3:23])[cH:24][cH:25]1)[Cl:26].[cH:28]1[cH:29][cH:30][n:31][cH:32][cH:33]1>>[C:1](=[O:2])([O:3][C:4]([CH3:5])([CH3:6])[CH3:7])[N:8]1[CH2:9][CH2:10][CH:11]([CH2:14][O:15][S:16](=[O:17])(=[O:18])[c:19]2[cH:20][cH:21][c:22]([CH3:23])[cH:24][cH:25]2)[CH2:12][CH2:13]1. Starting materials: [Cl-].C(C)(C)C1=C(C(=CC=C1)C(C)C)[NH+]1CN(CC1)C1=C(C=CC=C1C(C)C)C(C)C (1,3-bis(2,6-diisopropylphenyl)imidazolinium chloride), C1CCOC1 (THF), CoF2.4H2O, S1C(=CC=C1)[Mg]Br (2-thienylmagnesium bromide), BrC1=NC=CC=C1 (2-bromopyridine). The solvent is C(C)(=O)OCC (ethyl acetate), CCCCCC (hexane). Reaction conditions: time 24 hour. The product is S1C(=CC=C1)C1=CC=NC=C1 (4-thiophen-2-yl-pyridine). The yield is 94.0%. Reaction SMILES: C1COCC1.[S:6]1[CH:10]=[CH:9][CH:8]=[C:7]1[Mg]Br.Br[C:14]1[CH:19]=[CH:18][CH:17]=[CH:16][N:15]=1.[Cl-].C(C1C=CC=C(C(C)C)C=1[NH+]1CCN(C2C(C(C)C)=CC=CC=2C(C)C)C1)(C)C>CCCCCC.C(OCC)(=O)C>[S:6]1[CH:10]=[CH:9][CH:8]=[C:7]1[C:18]1[CH:17]=[CH:16][N:15]=[CH:14][CH:19]=1 |f:3.4|. Procedure: Using a THF solution of 2-thienylmagnesium bromide (3.00 mL, 1.00 M, 3.0 mmol) and 2-bromopyridine (316.0 mg, 2.0 mmol), CoF2.4H2O (20.3 mg, 0.12 mmol) and 1,3-bis(2,6-diisopropylphenyl)imidazolinium chloride (102.3 mg, 0.24 mmol) as starting materials, the reaction was performed at a scale of 2.0 mmol at 80° C. for 24 hours in the same manner as in Example 23. After performing silica gel column chromatography (ethyl acetate=5% in hexane), the above compound was obtained as a yellow solid (0.303...